This data is from the Open Reaction Database (ORD), a public repository of structured organic reaction records. The task is: describe an organic reaction: reactants, conditions, products, and yield Starting materials: Cl.NC1=C(C=CC=C1)C(CCCCl)=O (1-(o-aminophenyl)-4-chloro-1-butanone hydrochloride), [OH-].[Na+] (sodium hydroxide). The reagents and catalysts are [Cl-].C[N+](CCCC)(CCCC)CCCC (methyl tributylammonium chloride). Run in C(Cl)Cl (methylene chloride), C(CCl)Cl (ethylene dichloride). Reaction conditions: temperature 50 celsius. Yields the product C1(CC1)C(=O)C1=C(C=CC=C1)N (o-aminophenyl cyclopropyl ketone). Yield: 66.8%. RXN SMILES: Cl.[NH2:2][C:3]1[CH:8]=[CH:7][CH:6]=[CH:5][C:4]=1[C:9](=[O:14])[CH2:10][CH2:11][CH2:12]Cl.[OH-].[Na+]>C(Cl)Cl.C(Cl)CCl.[Cl-].C[N+](CCCC)(CCCC)CCCC>[CH:10]1([C:9]([C:4]2[CH:5]=[CH:6][CH:7]=[CH:8][C:3]=2[NH2:2])=[O:14])[CH2:12][CH2:11]1 |f:0.1,2.3,6.7|. Reported procedure: A solution of 0.30 g (1.3 mmol) of 1-(o-aminophenyl)-4-chloro-1-butanone hydrochloride in 3 mL of methylene chloride and 3 mL of ethylene dichloride is treated with 1.2 g (3 mmol) of 10% sodium hydroxide solution and 0.05 g (0.2 mmol) of 75% aqueous methyl tributylammonium chloride and heated to 50° C. for about 5 hours. After cooling to room temperature, the phases are separated. The aqueous layer is extracted with methylene chloride. The combined organic extracts are washed with water and conc...